From a dataset of the Open Reaction Database (ORD), a public repository of structured organic reaction records. describe an organic reaction: reactants, conditions, products, and yield Starting materials: FC1=C2C(N3C(=NC2=CC=C1)C1=C(N=C3NC3=C(C=C2CCN(C2=C3)C([C@@H]3N(CCC3)C)=O)OC)N(C=C1)S(=O)(=O)C1=CC=C(C=C1)C)=O (8-fluoro-5-{[5-(methyloxy)-1-(1-methyl-D-prolyl)-2,3-dihydro-1H-indol-6-yl]amino}-3-[(4-methylphenyl)sulfonyl]pyrrolo[2′,3′:4,5]pyrimido[6,1-b]quinazolin-7(3H)-one), CN (MeNH2). The solvent is C(C)(=O)OCC (ethyl acetate), O1CCCC1 (tetrahydrofuran), C1CCOC1 (THF). Conditions: time 6 hour. Yields the product FC1=C(C(=O)NC)C(=CC=C1)NC1=C2C(NC(=N1)NC1=C(C=C3CCN(C3=C1)C([C@@H]1N(CCC1)C)=O)OC)=NC=C2 (2-fluoro-N-methyl-6-[(2-{[5-(methyloxy)-1-(1-methyl-D-prolyl)-2,3-dihydro-1H-indol-6-yl]amino}-1H-pyrrolo[2,3-d]pyrimidin-4-yl)amino]benzamide). Isolated yield 58.9%. As a reaction SMILES: [F:1][C:2]1[CH:11]=[CH:10][CH:9]=[C:8]2[C:3]=1[C:4](=[O:49])[N:5]1[C:15]([NH:16][C:17]3[CH:25]=[C:24]4[C:20]([CH2:21][CH2:22][N:23]4[C:26](=[O:33])[C@H:27]4[CH2:31][CH2:30][CH2:29][N:28]4[CH3:32])=[CH:19][C:18]=3[O:34][CH3:35])=[N:14][C:13]3[N:36](S(C4C=CC(C)=CC=4)(=O)=O)[CH:37]=[CH:38][C:12]=3[C:6]1=[N:7]2.[CH3:50][NH2:51]>O1CCCC1.C(OCC)(=O)C>[F:1][C:2]1[CH:11]=[CH:10][CH:9]=[C:8]([NH:7][C:6]2[N:5]=[C:15]([NH:16][C:17]3[CH:25]=[C:24]4[C:20]([CH2:21][CH2:22][N:23]4[C:26](=[O:33])[C@H:27]4[CH2:31][CH2:30][CH2:29][N:28]4[CH3:32])=[CH:19][C:18]=3[O:34][CH3:35])[NH:14][C:13]3=[N:36][CH:37]=[CH:38][C:12]=23)[C:3]=1[C:4]([NH:51][CH3:50])=[O:49]. Procedure: A suspension of 5-chloro-8-fluoro-3-[(4-methylphenyl)sulfonyl]pyrrolo[2′,3′:4,5]pyrimido[6,1-b]quinazolin-7(3H)-one hydrogen chloride (550 mg, 1.147 mmol) and 5-(methyloxy)-1-(1-methyl-D-prolyl)-2,3-dihydro-1H-indol-6-amine (363 mg, 1.320 mmol) in 2,2,2-trifluoroethanol (50 ml) was maintained at 80° C. for 2 hours. The solution was cooled, poured into saturated sodium bicarbonate/dichloromethane, and the organic layer was taken to a residue under reduced pressure. The residue was triturated with...